Dataset: the Open Reaction Database (ORD), a public repository of structured organic reaction records. Task: describe an organic reaction: reactants, conditions, products, and yield The reactants are Cc1ccc(C)c(CSc2cc(C)cc[n+]2[O-])c1, CC(=O)O, [Na], O=[W](=O)([O-])[O-], O, OO. The product is Cc1ccc(C)c(CS(=O)(=O)c2cc(C)cc[n+]2[O-])c1. As a reaction SMILES: [CH3:1][c:2]1[c:3]([CH2:9][S:10][c:11]2[n+:12]([O-:18])[cH:13][cH:14][c:15]([CH3:17])[cH:16]2)[cH:4][c:5]([CH3:8])[cH:6][cH:7]1.[CH3:22][C:23]([OH:24])=[O:25].[Na:26].[O-:27][W:28](=[O:29])(=[O:30])[O-:31].[OH2:21].[OH:19][OH:20]>>[CH3:1][c:2]1[c:3]([CH2:9][S:10]([c:11]2[n+:12]([O-:18])[cH:13][cH:14][c:15]([CH3:17])[cH:16]2)(=[O:21])=[O:24])[cH:4][c:5]([CH3:8])[cH:6][cH:7]1. Starting materials: O.N1(C=NC=C1)CCC1CCNCC1.C1(=C(C(=C(C(=C1F)F)F)N)F)N.Cl.Cl (4-[2-(1H-imidaz-1-yl)ethyl]piperidine-hydrate dihydrochloride). Solvent: O (water). The product is Cl.Cl.O.N1(C=NC=C1)CCC1CCNCC1 (4-[2-(1H-Imidaz-1-yl)ethyl]piperidine hydrate dihydrochloride). Isolated yield 207.3%. Reaction SMILES: [OH2:1].[N:2]1([CH2:7][CH2:8][CH:9]2[CH2:14][CH2:13][NH:12][CH2:11][CH2:10]2)[CH:6]=[CH:5][N:4]=[CH:3]1.C1(N)C(F)=C(F)C(F)=C(N)C=1F.[ClH:27].Cl>O>[ClH:27].[ClH:27].[OH2:1].[N:2]1([CH2:7][CH2:8][CH:9]2[CH2:14][CH2:13][NH:12][CH2:11][CH2:10]2)[CH:6]=[CH:5][N:4]=[CH:3]1 |f:0.1.2.3.4,6.7.8.9|. Procedure details: To a mixture of imidazole (4.5 g, 65.8 mM) and sodium hydride (50% by weight in mineral oil, 3.15 g, 66 mM) at 50° C. was added 4-(2-bromoethyl)-1-piperidine carboxaldehyde (12 g, 55 mM) and the reaction was heated at 50° C. for 3 hrs. The solvent was removed in vacuo and water (about 100 ml) was added to the residue and then the mixture was extracted with methylene chloride (3×100 ml). The combined extracts, dried over Na2SO4, were stripped to dryness and purified on silica gel columns, eluted ... The reactants are C1CCOC1, Cn1nnc(-c2ccc(O)cc2)n1, CCOC(=O)N=NC(=O)OCC, CCc1ncc(CCCO)n1C, c1ccc(P(c2ccccc2)c2ccccc2)cc1. The product is CCc1ncc(CCCOc2ccc(-c3nnn(C)n3)cc2)n1C. RXN SMILES: [CH2:57]1[O:58][CH2:59][CH2:60][CH2:61]1.[CH3:13][n:14]1[n:15][c:16](-[c:19]2[cH:20][cH:21][c:22]([OH:25])[cH:23][cH:24]2)[n:17][n:18]1.[O:26]=[C:27]([O:28][CH2:29][CH3:30])[N:31]=[N:32][C:33]([O:34][CH2:35][CH3:36])=[O:37].[OH:1][CH2:2][CH2:3][CH2:4][c:5]1[cH:6][n:7][c:8]([CH2:11][CH3:12])[n:9]1[CH3:10].[c:38]1([P:39]([c:40]2[cH:41][cH:42][cH:43][cH:44][cH:45]2)[c:46]2[cH:47][cH:48][cH:49][cH:50][cH:51]2)[cH:52][cH:53][cH:54][cH:55][cH:56]1>>[O:1]([CH2:2][CH2:3][CH2:4][c:5]1[cH:6][n:7][c:8]([CH2:11][CH3:12])[n:9]1[CH3:10])[c:22]1[cH:21][cH:20][c:19](-[c:16]2[n:15][n:14]([CH3:13])[n:18][n:17]2)[cH:24][cH:23]1. The reactants are C(C)(=O)O (acetic acid), ClC=1C=C(C2=C(C(CCO2)(O[Si](C)(C)C)C#N)C1)C (6-chloro-8-methyl-4-cyano-4-trimethylsilyloxy-3,4-dihydro-2H-1-benzopyran), stannous chloride dihydrate. Yields the product Cl (hydrochloric acid), ClC=1C=C(C2=C(C(CCO2)C(=O)O)C1)C (6-chloro-8-methyl-3,4-dihydro-2H-1-benzopyran-4-carboxylic acid). RXN SMILES: [Cl:1][C:2]1[CH:3]=[C:4](C)[C:5]2[O:10][CH2:9][CH2:8][C:7](C#N)(O[Si](C)(C)C)[C:6]=2[CH:18]=1.[C:20]([OH:23])(=[O:22])[CH3:21]>>[ClH:1].[Cl:1][C:2]1[CH:18]=[C:6]([CH3:7])[C:5]2[O:10][CH2:9][CH2:8][CH:21]([C:20]([OH:23])=[O:22])[C:4]=2[CH:3]=1. Procedure details: Following the procedure of Example 2, 6-chloro-8-methyl-4-cyano-4-trimethylsilyloxy-3,4-dihydro-2H-1-benzopyran (3.1 g.), and stannous chloride dihydrate (12.0 g.) were reacted in glacial acetic acid (25 ml.) and concentrated hydrochloric acid (25 ml.) to form 6-chloro-8-methyl-3,4-dihydro-2H-1-benzopyran-4-carboxylic acid. Recrystallization from hexane yielded 1.67 g. of product, m.p. 95°-96° C.